From a dataset of the Open Reaction Database (ORD), a public repository of structured organic reaction records. describe an organic reaction: reactants, conditions, products, and yield Starting materials: C1(=CC=CC2=CC=CC=C12)C1SCC(S1)CO (2-(α-naphtyl)-4-hydroxymethyl-1,3-dithiolane), OCC1SCSC1 (4-hydroxymethyl-1,3-dithiolane). The product is C1(=CC=CC2=CC=CC=C12)C1SCC(S1)CS (2-(α-naphtyl)-4-mercaptomethyl-1,3-dithiolane). RXN SMILES: [C:1]1([CH:11]2[S:15][CH:14]([CH2:16]O)[CH2:13][S:12]2)[C:10]2[C:5](=[CH:6][CH:7]=[CH:8][CH:9]=2)[CH:4]=[CH:3][CH:2]=1.OCC1CSC[S:21]1>>[C:1]1([CH:11]2[S:15][CH:14]([CH2:16][SH:21])[CH2:13][S:12]2)[C:10]2[C:5](=[CH:6][CH:7]=[CH:8][CH:9]=2)[CH:4]=[CH:3][CH:2]=1. Reported procedure: The same method was followed as in Example 1 except that 2-(α-naphtyl)-4-hydroxymethyl-1,3-dithiolane produced in Example 3 was used in stead of 4-hydroxymethyl-1,3-dithiolane synthesized in Manufacturing Example 1 to obtain 2-(α-naphtyl)-4-mercaptomethyl-1,3-dithiolane represented by the following formula (2-7). Starting materials: CC1(CSC2=C(N1)C=CC=C2)C (3,3-dimethyl-2,3-dihydro-4H-1,4-benzothiazine), S(O)(O)(=O)=O (sulphuric acid), C(C1CCCC=C1)=O (tetrahydrobenzaldehyde). Solvent: C1(=CC=CC=C1)C (toluene). The product is C1(CC=CCC1)C(C1=CC2=C(NC(CS2)(C)C)C=C1)C1=CC2=C(NC(CS2)(C)C)C=C1 (1-cyclohex-3-enyl-1,1-di-(3,3-dimethyl-2,3-dihydro-4H-1,4-benzothiazin-7-yl)-methane). As a reaction SMILES: [CH3:1][C:2]1([CH3:12])[NH:7][C:6]2[CH:8]=[CH:9][CH:10]=[CH:11][C:5]=2[S:4][CH2:3]1.S(=O)(=O)(O)O.[CH:18](=O)[CH:19]1[CH:24]=[CH:23][CH2:22][CH2:21][CH2:20]1>C1(C)C=CC=CC=1>[CH:19]1([CH:18]([C:10]2[CH:9]=[CH:8][C:6]3[NH:7][C:2]([CH3:1])([CH3:12])[CH2:3][S:4][C:5]=3[CH:11]=2)[C:10]2[CH:9]=[CH:8][C:6]3[NH:7][C:2]([CH3:12])([CH3:1])[CH2:3][S:4][C:5]=3[CH:11]=2)[CH2:24][CH2:23][CH:22]=[CH:21][CH2:20]1. Reported procedure: 90 g (0.5 mole) of 3,3-dimethyl-2,3-dihydro-4H-1,4-benzothiazine, 500 ml of toluene, 3.2 g of concentrated sulphuric acid and 27.5 g (0.25 mole) of tetrahydrobenzaldehyde are refluxed for 5 hours, washed with water, the organic phase dried and the solvent removed in vacuo. Unreacted 3,3-dimethyl-2,3-dihydro-4H-1,4-benzothiazine is distilled off under a high vacuum, leaving as residue 1-cyclohex-3-enyl-1,1-di-(3,3-dimethyl-2,3-dihydro-4H-1,4-benzothiazin-7-yl)-methane in the form of a dark brown ...